Dataset: the Open Reaction Database (ORD), a public repository of structured organic reaction records. Task: describe an organic reaction: reactants, conditions, products, and yield Reactants: BrC1=C(C(=CC=C1)F)OC (2-bromo-6-fluoroanisol), resultant mixture, resultant mixture, C1CCOC1 (THF), C(C)(C)[Mg]Cl (i-PrMgCl), C1CCOC1 (THF), C1(CCC1)=O (cyclobutanone). Solvent: CCOCC (Et2O). Run at temperature 0 celsius. Yields the product FC=1C(=C(C=CC1)C1(CCC1)O)OC (1-(3-fluoro-2-methoxyphenyl)cyclobutanol). The yield is 49.0%. As a reaction SMILES: Br[C:2]1[CH:7]=[CH:6][CH:5]=[C:4]([F:8])[C:3]=1[O:9][CH3:10].[CH2:11]1[CH2:15][O:14][CH2:13][CH2:12]1.C([Mg]Cl)(C)C.C1(=O)CCC1>CCOCC>[F:8][C:4]1[C:3]([O:9][CH3:10])=[C:2]([C:15]2([OH:14])[CH2:11][CH2:12][CH2:13]2)[CH:7]=[CH:6][CH:5]=1. Procedure details: To a 500 mL round-bottomed flask were added a stir bar, 2-bromo-6-fluoroanisol (11.03 g, 53.8 mmol) and dry THF (215 mL). The flask was purged with nitrogen and cooled to 0° Celsius before adding 2.0 M i-PrMgCl in THF (60 mL, 120 mmol) over the course of 3 min. The resultant mixture was stirred for 2 h before adding cyclobutanone (5.0 mL, 67 mmol). The resultant mixture was stirred for 0.5 hour before diluting with Et2O (500 mL) and washing with saturated NH4Cl followed by brine. The organic lay... The reactants are C(OCC1=CC=CC=C1)(=O)Cl (benzyl carbonochloridate), N1CC(C1)O (azetidin-3-ol), C([O-])([O-])=O.[K+].[K+] (potassium carbonate). Solvent: O (water), C1CCOC1 (THF), O (water). Conditions: time 30 minute. The product is OC1CN(C1)C(=O)OCC1=CC=CC=C1 (Benzyl 3-hydroxyazetidine-1-carboxylate). The yield is 69.8%. As a reaction SMILES: [NH:1]1[CH2:4][CH:3]([OH:5])[CH2:2]1.C(=O)([O-])[O-].[K+].[K+].[C:12](Cl)(=[O:21])[O:13][CH2:14][C:15]1[CH:20]=[CH:19][CH:18]=[CH:17][CH:16]=1>C1COCC1.O>[OH:5][CH:3]1[CH2:4][N:1]([C:12]([O:13][CH2:14][C:15]2[CH:20]=[CH:19][CH:18]=[CH:17][CH:16]=2)=[O:21])[CH2:2]1 |f:1.2.3|. Procedure details: A solution of azetidin-3-ol (14.7 g) dissolved in THF (170 mL) and water (85 mL) was treated with potassium carbonate (37.1 g) under nitrogen. The mixture was stirred at RT for 30 minutes before cooling to 0° C. and adding benzyl carbonochloridate (20.0 mL) dropwise over 30 minutes at 0° C. The resulting mixture was stirred at 20° C. for 60 hours. The reaction mixture was diluted with water (150 mL), and extracted with ethyl acetate (200 mL). The organic was dried over magnesium sulfate, filtere... The reactants are C(C)(C)N(CC)C(C)C (diisopropylethylamine), FC(S(=O)(=O)O)(F)F.FC(S(=O)(=O)O)(F)F.S[C@H]1C[C@H](N(C1)C(=O)OCC1=CC=C(C=C1)[N+](=O)[O-])C(=O)N1CCN(CCC1)C ((2S, 4S)-4-mercapto-2-(4-methyl-1-homopiperazinylcarbonyl)-1-(4-nitrobenzyloxycarbonyl)pyrrolidine bis(trifluoromethanesulfonate)), ice, C(C)(C)N(CC)C(C)C (diisopropylethylamine), ice, ice, O[C@H](C)[C@@H]1[C@@H]2N(C(C([C@@H]2C)=O)C(=O)OCC2=CC=C(C=C2)[N+](=O)[O-])C1=O (4-nitrobenzyl (1R, 5R, 6S)-6[(1R)-1-hydroxyethyl]-1-methyl-2-oxo-1-carbapenam-3-carboxylate), C1(=CC=CC=C1)P(=O)(C1=CC=CC=C1)Cl (diphenylphosphoryl chloride). Run in C(C)#N (acetonitrile), C(C)#N (acetonitrile). The product is O[C@H](C)[C@@H]1[C@@H]2N(C(=C([C@@H]2C)S[C@H]2C[C@H](N(C2)C(=O)OCC2=CC=C(C=C2)[N+](=O)[O-])C(=O)N2CCN(CCC2)C)C(=O)OCC2=CC=C(C=C2)[N+](=O)[O-])C1=O (4-Nitrobenzyl (1R, 5S, 6S)-6-[(1R)-1-hydroxyethyl]-1-methyl-2-[(2S, 4S)-2-(4-methyl-1-homopiperazinylcarbonyl)-1-(4-nitrobenzyloxycarbonyl)pyrrolidin-4-ylthio]-1-carbapen-2-em-3-carboxylate). Yield: 46.5%. Reaction SMILES: [OH:1][C@@H:2]([C@H:4]1[C:25](=[O:26])[N:6]2[CH:7]([C:12]([O:14][CH2:15][C:16]3[CH:21]=[CH:20][C:19]([N+:22]([O-:24])=[O:23])=[CH:18][CH:17]=3)=[O:13])[C:8](=O)[C@H:9]([CH3:10])[C@H:5]12)[CH3:3].C1(P(Cl)(C2C=CC=CC=2)=O)C=CC=CC=1.C(N(C(C)C)CC)(C)C.FC(F)(F)S(O)(=O)=O.FC(F)(F)S(O)(=O)=O.[SH:67][C@@H:68]1[CH2:72][N:71]([C:73]([O:75][CH2:76][C:77]2[CH:82]=[CH:81][C:80]([N+:83]([O-:85])=[O:84])=[CH:79][CH:78]=2)=[O:74])[C@H:70]([C:86]([N:88]2[CH2:94][CH2:93][CH2:92][N:91]([CH3:95])[CH2:90][CH2:89]2)=[O:87])[CH2:69]1>C(#N)C>[OH:1][C@@H:2]([C@H:4]1[C:25](=[O:26])[N:6]2[C:7]([C:12]([O:14][CH2:15][C:16]3[CH:17]=[CH:18][C:19]([N+:22]([O-:24])=[O:23])=[CH:20][CH:21]=3)=[O:13])=[C:8]([S:67][C@@H:68]3[CH2:72][N:71]([C:73]([O:75][CH2:76][C:77]4[CH:82]=[CH:81][C:80]([N+:83]([O-:85])=[O:84])=[CH:79][CH:78]=4)=[O:74])[C@H:70]([C:86]([N:88]4[CH2:94][CH2:93][CH2:92][N:91]([CH3:95])[CH2:90][CH2:89]4)=[O:87])[CH2:69]3)[C@H:9]([CH3:10])[C@H:5]12)[CH3:3] |f:3.4.5|. Reported procedure: 340 mg of 4-nitrobenzyl (1R, 5R, 6S)-6[(1R)-1-hydroxyethyl]-1-methyl-2-oxo-1-carbapenam-3-carboxylate were dissolved in 3.5 ml of anhydrous acetonitrile, and the solution was placed on an ice bath. Whilst the solution was still on the ice bath, 210 μl of diphenylphosphoryl chloride and 180 μl of diisopropylethylamine were added dropwise to it, and the resulting mixture was stirred for 1 hour at this ice-cooled temperature. 580 μl of diisopropylethylamine and 5 ml of an anhydrous acetonitrile sol... Reactants: COC(CC(=O)NC1=C(C=C(C=C1)SC)F)=O (N-(2-Fluoro-4-methylsulfanyl-phenyl)-malonamic acid methyl ester), ClCC1=NC=NC=C1 (4-chloromethyl-pyrimidine), [OH-].[K+] (potassium hydroxide). Run in IMS. Conditions: time 16 hour. The product is COC(C(C(=O)NC1=C(C=C(C=C1)SC)F)CC1=NC=NC=C1)=O (N-(2-Fluoro-4-methylsulfanyl-phenyl)-2-pyrimidin-4-ylmethyl-malonamic acid methyl ester). The yield is 35.1%. RXN SMILES: [CH3:1][O:2][C:3](=[O:17])[CH2:4][C:5]([NH:7][C:8]1[CH:13]=[CH:12][C:11]([S:14][CH3:15])=[CH:10][C:9]=1[F:16])=[O:6].Cl[CH2:19][C:20]1[CH:25]=[CH:24][N:23]=[CH:22][N:21]=1.[OH-].[K+]>>[CH3:1][O:2][C:3](=[O:17])[CH:4]([CH2:19][C:20]1[CH:25]=[CH:24][N:23]=[CH:22][N:21]=1)[C:5]([NH:7][C:8]1[CH:13]=[CH:12][C:11]([S:14][CH3:15])=[CH:10][C:9]=1[F:16])=[O:6] |f:2.3|. Reported procedure: N-(2-Fluoro-4-methylsulfanyl-phenyl)-malonamic acid methyl ester (15.4 g, 59.9 mmol), 4-chloromethyl-pyrimidine (5.13 g, 39.9 mmol) and potassium hydroxide (3.36 g, 59.9 mmol) were dissolved in IMS (150 mL). The reaction mixture was stirred at room temperature for 16 hours then concentrated in vacuo. The resultant residue was dissolved in ethyl acetate (30 mL), washed with water (20 mL) and the aqueous fraction extracted twice with ethyl acetate (2×10 mL). The combined organic fractions were was... Reactants: CN1CCOCC1, CN(C)c1ccncc1, C=C(C)C1N(CC(=O)F)C(=O)CC(c2cccc(Cl)c2)C12C(=O)Nc1cc(Cl)ccc12, CC(C)(N)CO, C1CCOC1. The product is C=C(C)C1N(CC(=O)NC(C)(C)CO)C(=O)CC(c2cccc(Cl)c2)C12C(=O)Nc1cc(Cl)ccc12. Reaction SMILES: [CH3:38][N:39]1[CH2:40][CH2:41][O:42][CH2:43][CH2:44]1.[CH3:45][N:46]([CH3:47])[c:48]1[cH:49][cH:50][n:51][cH:52][cH:53]1.[Cl:1][c:2]1[cH:3][cH:4][c:5]2[c:9]([cH:10]1)[NH:8][C:7](=[O:11])[C:6]21[CH:12]([C:29](=[CH2:30])[CH3:31])[N:13]([CH2:25][C:26](=[O:27])[F:28])[C:14](=[O:24])[CH2:15][CH:16]1[c:17]1[cH:18][c:19]([Cl:23])[cH:20][cH:21][cH:22]1.[NH2:32][C:33]([CH2:34][OH:35])([CH3:36])[CH3:37].[O:54]1[CH2:55][CH2:56][CH2:57][CH2:58]1>>[Cl:1][c:2]1[cH:3][cH:4][c:5]2[c:9]([cH:10]1)[NH:8][C:7](=[O:11])[C:6]21[CH:12]([C:29](=[CH2:30])[CH3:31])[N:13]([CH2:25][C:26](=[O:27])[NH:32][C:33]([CH2:34][OH:35])([CH3:36])[CH3:37])[C:14](=[O:24])[CH2:15][CH:16]1[c:17]1[cH:18][c:19]([Cl:23])[cH:20][cH:21][cH:22]1. The reactants are ClC1=NC(=C(C(=N1)NC=1C=NC=NC1)[N+](=O)[O-])N1CCOCC1 (2-chloro-6-(4-morpholinyl)-5-nitro-N-(5-pyrimidinyl)-4-pyrimidinamine), FC(C1=NC2=C(N1)C=CC=C2OC)F (2-difluoromethyl-4-methoxy-1H-benzimidazole), C(=O)([O-])[O-].[K+].[K+] (K2CO3), C(Cl)Cl.CCOC(=O)C (CH2Cl2 EtOAc). Solvent: CS(=O)C (DMSO), O (water). Conditions: temperature 120 celsius. Yields the product FC(C1NC2=C(N1C1=NC(=C(C(=N1)NC=1C=NC=NC1)[N+](=O)[O-])N1CCOCC1)C(=CC=C2)OC)F (2-[2-(difluoromethyl)-7-methoxy-2,3-dihydro-1H-benzimidazol-1-yl]-6-(4-morpholinyl)-5-nitro-N-(5-pyrimidinyl)-4-pyrimidinamine). The yield is 85.5%. RXN SMILES: Cl[C:2]1[N:7]=[C:6]([NH:8][C:9]2[CH:10]=[N:11][CH:12]=[N:13][CH:14]=2)[C:5]([N+:15]([O-:17])=[O:16])=[C:4]([N:18]2[CH2:23][CH2:22][O:21][CH2:20][CH2:19]2)[N:3]=1.[F:24][CH:25]([F:37])[C:26]1[NH:30][C:29]2[CH:31]=[CH:32][CH:33]=[C:34]([O:35][CH3:36])[C:28]=2[N:27]=1.C([O-])([O-])=O.[K+].[K+].C(Cl)Cl.CCOC(C)=O>CS(C)=O.O>[F:37][CH:25]([F:24])[CH:26]1[N:27]([C:2]2[N:7]=[C:6]([NH:8][C:9]3[CH:10]=[N:11][CH:12]=[N:13][CH:14]=3)[C:5]([N+:15]([O-:17])=[O:16])=[C:4]([N:18]3[CH2:23][CH2:22][O:21][CH2:20][CH2:19]3)[N:3]=2)[C:28]2[C:34]([O:35][CH3:36])=[CH:33][CH:32]=[CH:31][C:29]=2[NH:30]1 |f:2.3.4,5.6|. Procedure: A mixture of 0.465 g (1.38 mmol) of the above nitro compound, 0.368 g (1.86 mmol) of 2-difluoromethyl-4-methoxy-1H-benzimidazole (Example 2) and 0.762 g (5.52 mmol) of powdered K2CO3 in 5 mL of DMSO was heated at 120° C. for 8 hrs. The reaction mixture was diluted with water, and extracted with EtOAc (×4). The organic layer was washed with brine, dried, and concentrated. Chromatography on silica, eluting first with hexanes/EtOAc (7:3) and then with CH2Cl2/EtOAc (1:2), gave 0.592 g (86% yield) of...